This data is from the Open Reaction Database (ORD), a public repository of structured organic reaction records. The task is: describe an organic reaction: reactants, conditions, products, and yield Reactants: NC=1SC(=NN1)C1=C(C=CC=C1)Cl (2-amino-5-(2-chlorophenyl)-1,3,4-thiadiazole), NNC(=S)N (thiosemicarbazide), ClC1=C(C(=O)Cl)C=CC=C1 (2-chlorobenzoyl chloride), BrCC(=O)C1=CC=CC=C1 (bromoacetophenone). Solvent: CN(C=O)C (dimethylformamide). Yields the product ClC1=C(C=CC=C1)C1=NN2C(S1)=NC(=C2)C2=CC=CC=C2 (2-(2-Chlorophenyl)-6-phenyl-imidazo[2,1-b]-1,3,4-thiadiazole). RXN SMILES: [NH2:1][C:2]1[S:3][C:4]([C:7]2[CH:12]=[CH:11][CH:10]=[CH:9][C:8]=2[Cl:13])=[N:5][N:6]=1.NNC(N)=S.ClC1C=CC=CC=1C(Cl)=O.Br[CH2:30][C:31]([C:33]1[CH:38]=[CH:37][CH:36]=[CH:35][CH:34]=1)=O>CN(C)C=O>[Cl:13][C:8]1[CH:9]=[CH:10][CH:11]=[CH:12][C:7]=1[C:4]1[S:3][C:2]2=[N:1][C:31]([C:33]3[CH:38]=[CH:37][CH:36]=[CH:35][CH:34]=3)=[CH:30][N:6]2[N:5]=1. Procedure details: 10.5 g (0.05 mol) of 2-amino-5-(2-chlorophenyl)-1,3,4-thiadiazole, melting point 189,5° C. (prepared by reacting thiosemicarbazide with 2-chlorobenzoyl chloride) together with 10 g (0.05 mol) of bromoacetophenone are warmed to 120° C. in 100 ml of dimethylformamide for 3 hours and the mixture is then cooled and concentrated in a rotary evaporator. After digesting the residue with water, the digestion mixture is filtered and the residue is recrystallised from alcohol. A second fraction is obtaine... Reactants: C(C)(C)(C)OC(=O)N[C@H]1[C@@H](CC2=CC=CC=C2C1)O (trans 3 tert-butoxycarbonylamino 1,2,3,4-tetrahydro-2-naphthalenol), [Cr](=O)(=O)([O-])O[Cr](=O)(=O)[O-].[NH+]1=CC=CC=C1.[NH+]1=CC=CC=C1 (pyridinium dichromate), 3A, C(C)(=O)O (acetic acid), C(C)(=O)OCC (ethyl acetate). Run in C(Cl)Cl (methylene chloride), C1CCCCC1 (cyclohexane). Reaction conditions: time 1 hour. Yields the product C(C)(C)(C)OC(=O)NC1C(CC2=CC=CC=C2C1)=O (3-Tert-butoxycarbonylamino-3,4-dihydro-2(1H)-naphthalenone). Yield: 31.6%. As a reaction SMILES: [C:1]([O:5][C:6]([NH:8][C@@H:9]1[CH2:18][C:17]2[C:12](=[CH:13][CH:14]=[CH:15][CH:16]=2)[CH2:11][C@H:10]1[OH:19])=[O:7])([CH3:4])([CH3:3])[CH3:2].[Cr](O[Cr]([O-])(=O)=O)([O-])(=O)=O.[NH+]1C=CC=CC=1.[NH+]1C=CC=CC=1.C(O)(=O)C.C(OCC)(=O)C>C(Cl)Cl.C1CCCCC1>[C:1]([O:5][C:6]([NH:8][CH:9]1[CH2:18][C:17]2[C:12](=[CH:13][CH:14]=[CH:15][CH:16]=2)[CH2:11][C:10]1=[O:19])=[O:7])([CH3:4])([CH3:2])[CH3:3] |f:1.2.3|. Procedure: Under argon to a solution of trans 3 tert-butoxycarbonylamino 1,2,3,4-tetrahydro-2-naphthalenol (2.02 g) in methylene chloride (40 ml) was added pyridinium dichromate (4.3 g), molecular sieves 3A (6.3 g) and acetic acid (0.76 ml). After 1 hour stirring at room temperature the mixture was poured on a silica gel column (120 g, elution with ethyl acetate: cyclohexane, 1:3) to afford a crude material which was recrystallized from a diethyl ether/cyclohexane mixture to give the title compound (634 mg... Starting materials: O=C([O-])O, CCc1cccnc1C, ClCCl, [Na+], O=C(OO)c1cccc(Cl)c1. Yields the product CCc1ccc[n+]([O-])c1C. RXN SMILES: [C:21](=[O:22])([O-:23])[OH:24].[CH2:1]([CH3:2])[c:3]1[c:4]([CH3:9])[n:5][cH:6][cH:7][cH:8]1.[Cl:26][CH2:27][Cl:28].[Na+:25].[OH:10][O:11][C:12]([c:13]1[cH:14][c:15]([Cl:16])[cH:17][cH:18][cH:19]1)=[O:20]>>[CH2:1]([CH3:2])[c:3]1[c:4]([CH3:9])[n+:5]([O-:10])[cH:6][cH:7][cH:8]1. The reactants are ClC=1C=CC(=NC1)[C@](CC1=CC=CC=C1)(C1=CC(=CC(=C1)OC(C(F)F)(F)F)F)NC(=O)N[C@@H]1[C@@H](CCC1)O (1-((S)-1-(5-chloropyridin-2-yl)-1-(3-fluoro-5-(1,1,2,2-tetrafluoroethoxy)phenyl)-2-phenylethyl)-3-((1S,2R)-2-hydroxycyclopentyl)urea), [H-].[Na+] (NaH), C(C=C)(=O)OC(C)(C)C (t-Butyl acrylate). Run in C1CCOC1 (THF). Run at time 16 hour. Product: ClC=1C=CC(=NC1)[C@](CC1=CC=CC=C1)(C1=CC(=CC(=C1)OC(C(F)F)(F)F)F)NC(N[C@@H]1[C@@H](CCC1)OCCC(=O)O)=O (3-((1R,2S)-2-(3-((S)-1-(5-chloropyridin-2-yl)-1-(3-fluoro-5-(1,1,2,2-tetrafluoroethoxy)phenyl)-2-phenylethyl)ureido)cyclopentyloxy)propanoic acid), ClC=1C=CC(=NC1)[C@](CC1=CC=CC=C1)(C1=CC(=CC(=C1)OC(C(F)F)(F)F)F)NC(N[C@@H]1[C@@H](CCC1)OCCC(=O)OC(C)(C)C)=O (tert-butyl 3-((1R,2S)-2-(3-((S)-1-(5-chloropyridin-2-yl)-1-(3-fluoro-5-(1,1,2,2-tetrafluoroethoxy)phenyl)-2-phenylethyl)ureido)cyclopentyloxy)propanoate). RXN SMILES: [Cl:1][C:2]1[CH:3]=[CH:4][C:5]([C@@:8]([NH:30][C:31]([NH:33][C@H:34]2[CH2:38][CH2:37][CH2:36][C@H:35]2[OH:39])=[O:32])([C:16]2[CH:21]=[C:20]([O:22][C:23]([F:28])([F:27])[CH:24]([F:26])[F:25])[CH:19]=[C:18]([F:29])[CH:17]=2)[CH2:9][C:10]2[CH:15]=[CH:14][CH:13]=[CH:12][CH:11]=2)=[N:6][CH:7]=1.[H-].[Na+].[C:42]([O:46][C:47]([CH3:50])([CH3:49])[CH3:48])(=[O:45])[CH:43]=[CH2:44]>C1COCC1>[Cl:1][C:2]1[CH:3]=[CH:4][C:5]([C@@:8]([NH:30][C:31](=[O:32])[NH:33][C@H:34]2[CH2:38][CH2:37][CH2:36][C@H:35]2[O:39][CH2:44][CH2:43][C:42]([OH:46])=[O:45])([C:16]2[CH:21]=[C:20]([O:22][C:23]([F:27])([F:28])[CH:24]([F:26])[F:25])[CH:19]=[C:18]([F:29])[CH:17]=2)[CH2:9][C:10]2[CH:11]=[CH:12][CH:13]=[CH:14][CH:15]=2)=[N:6][CH:7]=1.[Cl:1][C:2]1[CH:3]=[CH:4][C:5]([C@@:8]([NH:30][C:31](=[O:32])[NH:33][C@H:34]2[CH2:38][CH2:37][CH2:36][C@H:35]2[O:39][CH2:44][CH2:43][C:42]([O:46][C:47]([CH3:50])([CH3:49])[CH3:48])=[O:45])([C:16]2[CH:21]=[C:20]([O:22][C:23]([F:27])([F:28])[CH:24]([F:26])[F:25])[CH:19]=[C:18]([F:29])[CH:17]=2)[CH2:9][C:10]2[CH:11]=[CH:12][CH:13]=[CH:14][CH:15]=2)=[N:6][CH:7]=1 |f:1.2|. Procedure details: To a solution of 1-((S)-1-(5-chloropyridin-2-yl)-1-(3-fluoro-5-(1,1,2,2-tetrafluoroethoxy)phenyl)-2-phenylethyl)-3-((1S,2R)-2-hydroxycyclopentyl)urea (16 mg, 0.028 mmol) in THF (1 mL) was added NaH (11 mg, 60% in mineral oil, 0.28 mmol). t-Butyl acrylate (18 mg, 0.14 mmol) was added after 1 min and the reaction mixture stirred at ambient temperature for 16 h. The reaction mixture was concentrated in vacuo and purified by preparative HPLC Shimadzu-Phenomenex Luna C18 column, 21.2×100 mm eluting w... The reactants are FC(OC=1C=C(N)C=CC1)(F)F (3-Trifluoromethoxyaniline), FC(C1CO1)(F)F (3,3,3-trifluoro-1,2-epoxypropane). Conditions: temperature 80 celsius. Product: FC(OC=1C=C(C=CC1)NCC(C(F)(F)F)O)(F)F (3-[(3-trifluoromethoxyphenyl)amino]-1,1,1-trifluoro-2-propanol). Yield: 88.5%. Reaction SMILES: [F:1][C:2]([F:12])([F:11])[O:3][C:4]1[CH:5]=[C:6]([CH:8]=[CH:9][CH:10]=1)[NH2:7].[F:13][C:14]([F:19])([F:18])[CH:15]1[O:17][CH2:16]1>>[F:1][C:2]([F:11])([F:12])[O:3][C:4]1[CH:5]=[C:6]([NH:7][CH2:16][CH:15]([OH:17])[C:14]([F:19])([F:18])[F:13])[CH:8]=[CH:9][CH:10]=1. Reported procedure: Ex-321A) 3-Trifluoromethoxyaniline (23.81 g, 134.4 mmol) and 3,3,3-trifluoro-1,2-epoxypropane (3.76 g, 33.6 mmol) were placed into a sealed tube and heated to 80° C. for 24 h. The excess aniline was removed by distillation (70°° C. at 16.2 Torr) to give 8.6 g (88%) of the desired 3-[(3-trifluoromethoxyphenyl)amino]-1,1,1-trifluoro-2-propanol product as a light yellow oil. 1H NMR (CDCl3) δ3.29-3.37 (m, 1H), 3.55 (dd, 1H), 4.20 (m, 1H), 6.48-6.63 (m, 3H), 7.12 (t, 1H). 19F NMR (CDCl3) δ−79.36 (s, ...